From a dataset of the Open Reaction Database (ORD), a public repository of structured organic reaction records. describe an organic reaction: reactants, conditions, products, and yield Starting materials: O (water), OC=1C=C(OC2=CC=C(C(=O)O)C=C2)C=CC1 (4-(3-hydroxyphenoxy)benzoic acid), FC(S(=O)(=O)C1=CC=C(C=C1)Cl)(F)F (4-(trifluoromethylsulfonyl)chlorobenzene), C([O-])([O-])=O.[K+].[K+] (potassium carbonate). The solvent is CN(C)C=O (DMF). Conditions: temperature 100 celsius. Yields the product FC(S(=O)(=O)C1=CC=C(OC=2C=C(OC3=CC=C(C(=O)O)C=C3)C=CC2)C=C1)(F)F (4-[3-(4-trifluoromethanesulfonyl-phenoxy)-phenoxy]-benzoic acid). RXN SMILES: [OH:1][C:2]1[CH:3]=[C:4]([CH:15]=[CH:16][CH:17]=1)[O:5][C:6]1[CH:14]=[CH:13][C:9]([C:10]([OH:12])=[O:11])=[CH:8][CH:7]=1.[F:18][C:19]([F:31])([F:30])[S:20]([C:23]1[CH:28]=[CH:27][C:26](Cl)=[CH:25][CH:24]=1)(=[O:22])=[O:21].C(=O)([O-])[O-].[K+].[K+].O>CN(C=O)C>[F:30][C:19]([F:18])([F:31])[S:20]([C:23]1[CH:28]=[CH:27][C:26]([O:1][C:2]2[CH:3]=[C:4]([CH:15]=[CH:16][CH:17]=2)[O:5][C:6]2[CH:14]=[CH:13][C:9]([C:10]([OH:12])=[O:11])=[CH:8][CH:7]=2)=[CH:25][CH:24]=1)(=[O:21])=[O:22] |f:2.3.4|. Procedure details: A mixture of 4-(3-hydroxyphenoxy)benzoic acid (100 mg, 0.434 mmol), 4-(trifluoromethylsulfonyl)chlorobenzene (106 mg, 1 equiv.) and potassium carbonate (240 mg, 4 equiv.) in DMF was heated to 100° C. overnight. The reaction was poured into water, extracted with EtOAc, washed the organic layer with water, brine, dried and concentrated. The residue was column chromatographed to give 4-[3-(4-trifluoromethanesulfonyl-phenoxy)-phenoxy]-benzoic acid. 1HNMR (300 MHz, DMSO-d6) δ 8.09 (d, J=8.97 Hz, 2H),... Starting materials: BrC=1C=C(CN2N=C(C=C2C)C2=NC(=NO2)C2=CC=C(C=C2)C2(CC2)C(F)(F)F)C=CC1 (5-[1-(3-Bromobenzyl)-5-methyl-1H-pyrazol-3-yl]-3-{4-[1-(trifluoromethyl)cyclopropyl]phenyl}-1,2,4-oxadiazole), C(#N)C1CCNCC1 (4-cyanopiperidine). The product is CC1=CC(=NN1CC=1C=C(C=CC1)N1CCC(CC1)C#N)C1=NC(=NO1)C1=CC=C(C=C1)C1(CC1)C(F)(F)F (1-(3-{[5-Methyl-3-(3-{4-[1-(trifluoromethyl)cyclopropyl]phenyl}-1,2,4-oxadiazol-5-yl)-1H-pyrazol-1-yl]methyl}phenyl)piperidine-4-carbonitrile). RXN SMILES: Br[C:2]1[CH:3]=[C:4]([CH:30]=[CH:31][CH:32]=1)[CH2:5][N:6]1[C:10]([CH3:11])=[CH:9][C:8]([C:12]2[O:16][N:15]=[C:14]([C:17]3[CH:22]=[CH:21][C:20]([C:23]4([C:26]([F:29])([F:28])[F:27])[CH2:25][CH2:24]4)=[CH:19][CH:18]=3)[N:13]=2)=[N:7]1.[C:33]([CH:35]1[CH2:40][CH2:39][NH:38][CH2:37][CH2:36]1)#[N:34]>>[CH3:11][C:10]1[N:6]([CH2:5][C:4]2[CH:3]=[C:2]([N:38]3[CH2:39][CH2:40][CH:35]([C:33]#[N:34])[CH2:36][CH2:37]3)[CH:32]=[CH:31][CH:30]=2)[N:7]=[C:8]([C:12]2[O:16][N:15]=[C:14]([C:17]3[CH:22]=[CH:21][C:20]([C:23]4([C:26]([F:29])([F:28])[F:27])[CH2:25][CH2:24]4)=[CH:19][CH:18]=3)[N:13]=2)[CH:9]=1. Procedure details: Analogously to the process described in Example 9, 50 mg (0.099 mmol) of the compound from Example 2A and 22 mg (0.199 mmol) of 4-cyanopiperidine were used to obtain 23 mg (43% of theory) of the title compound. The reactants are C(C1=CC=CC=C1)OC(=O)C=1C=C2C(N(C(C2=CC1)=O)C1=CC(=CC=C1)C=1OC2=C(N1)C=CC(=C2)C(=O)Cl)=O (2-[3-(6-chlorocarbonylbenzoxazol-2-yl)phenyl]-1,3-dioxo-2,3-dihydro-1H-isoindole-5-carboxylic acid benzyl ester), C(C1=CC=2OCOC2C=C1)N1CCNCC1 (1-piperonylpiperazine). Yields the product C(C1=CC=2OCOC2C=C1)N1CCN(CC1)C(=O)C1=CC2=C(N=C(O2)C=2C=C(C=CC2)N2C(C3=CC=C(C=C3C2=O)C(=O)O)=O)C=C1 (2-[3-[6-(4-Piperonylpiperazine-1-carbonyl)benzoxazol-2-yl]phenyl]-1,3-dioxo-2,3-dihydro-1H-isoindole-5-carboxylic acid). RXN SMILES: C([O:8][C:9]([C:11]1[CH:12]=[C:13]2[C:17](=[CH:18][CH:19]=1)[C:16](=[O:20])[N:15]([C:21]1[CH:26]=[CH:25][CH:24]=[C:23]([C:27]3[O:28][C:29]4[CH:35]=[C:34]([C:36](Cl)=[O:37])[CH:33]=[CH:32][C:30]=4[N:31]=3)[CH:22]=1)[C:14]2=[O:39])=[O:10])C1C=CC=CC=1.[CH2:40]([N:50]1[CH2:55][CH2:54][NH:53][CH2:52][CH2:51]1)[C:41]1[CH:49]=[CH:48][C:47]2[O:46][CH2:45][O:44][C:43]=2[CH:42]=1>>[CH2:40]([N:50]1[CH2:55][CH2:54][N:53]([C:36]([C:34]2[CH:33]=[CH:32][C:30]3[N:31]=[C:27]([C:23]4[CH:22]=[C:21]([N:15]5[C:14](=[O:39])[C:13]6[C:17](=[CH:18][CH:19]=[C:11]([C:9]([OH:10])=[O:8])[CH:12]=6)[C:16]5=[O:20])[CH:26]=[CH:25][CH:24]=4)[O:28][C:29]=3[CH:35]=2)=[O:37])[CH2:52][CH2:51]1)[C:41]1[CH:49]=[CH:48][C:47]2[O:46][CH2:45][O:44][C:43]=2[CH:42]=1. Procedure details: Prepared by the method of Example 76 g), from 2-[3-(6-chlorocarbonylbenzoxazol-2-yl)phenyl]-1,3-dioxo-2,3-dihydro-1H-isoindole-5-carboxylic acid benzyl ester (50 mg, 0.09 mmol) and 1-piperonylpiperazine (31 mg, 0.14 mmol) the title compound was obtained (32 mg, 54%). 1H NMR (DMSO) δ 8.33(dd, 1H), 8.25(m, 2H), 8.17(dt, 1H), 8.01(d, 1H), 7.79–7.65(m, 4H), 7.37(d, 1H), 6.77–6.72(m, 2H), 6.64(dd, 1H), 5.88(s, 2H) 3.45(s, 2H), 3.40–3.2(bm, 4H) 2.48–2.22(bm, 4H). MS 629.2 m/z (M−H)−. The reactants are C(C1=CC=CC=C1)(=O)N1C2=CC=CC=C2C=2CC(CCC12)C(=O)O (9-benzoyl-1,2,3,4-tetrahydrocarbazole-3-carboxylic acid), C([O-])(O)=O.[K+] (potassium bicarbonate), C(C1=CC=CC=C1)(=O)OCCl (chloromethyl benzoate). Solvent: CN(C=O)C (dimethylformamide). Yields the product C(C1=CC=CC=C1)(=O)N1C2=CC=CC=C2C=2CC(CCC12)C(=O)OCOC(C1=CC=CC=C1)=O (Benzoyloxymethyl 9-benzoyl-1,2,3,4-tetrahydrocarbazole-3-carboxylate). Reaction SMILES: [C:1]([N:9]1[C:21]2[CH2:20][CH2:19][CH:18]([C:22]([OH:24])=[O:23])[CH2:17][C:16]=2[C:15]2[C:10]1=[CH:11][CH:12]=[CH:13][CH:14]=2)(=[O:8])[C:2]1[CH:7]=[CH:6][CH:5]=[CH:4][CH:3]=1.C(=O)(O)[O-].[K+].[C:30]([O:38][CH2:39]Cl)(=[O:37])[C:31]1[CH:36]=[CH:35][CH:34]=[CH:33][CH:32]=1>CN(C)C=O>[C:1]([N:9]1[C:21]2[CH2:20][CH2:19][CH:18]([C:22]([O:24][CH2:39][O:38][C:30](=[O:37])[C:31]3[CH:36]=[CH:35][CH:34]=[CH:33][CH:32]=3)=[O:23])[CH2:17][C:16]=2[C:15]2[C:10]1=[CH:11][CH:12]=[CH:13][CH:14]=2)(=[O:8])[C:2]1[CH:3]=[CH:4][CH:5]=[CH:6][CH:7]=1 |f:1.2|. Procedure: Following the procedure similar to that of Example 45 but using 12.8 g. of 9-benzoyl-1,2,3,4-tetrahydrocarbazole-3-carboxylic acid, 20 g. of potassium bicarbonate, 10 ml. of chloromethyl benzoate in 50 ml. of dry dimethylformamide there was obtained, after filtration of the ether extract through silica gel followed by combination of those fractions showing only one identical spot on thin layer chromotography and evaporation to dryness under reduced pressure, 14 g. of the title compound; m.p. 84°... The reactants are Oc1cc(-c2cccc(C(F)(F)F)c2)nc2ncnn12, O=P(Cl)(Cl)Cl. Product: FC(F)(F)c1cccc(-c2cc(Cl)n3ncnc3n2)c1. As a reaction SMILES: [OH:1][c:2]1[cH:3][c:4](-[c:11]2[cH:12][c:13]([C:17]([F:18])([F:19])[F:20])[cH:14][cH:15][cH:16]2)[n:5][c:6]2[n:7]1[n:8][cH:9][n:10]2.[P:21]([Cl:22])([Cl:23])([Cl:24])=[O:25]>>[c:2]1([Cl:23])[cH:3][c:4](-[c:11]2[cH:12][c:13]([C:17]([F:18])([F:19])[F:20])[cH:14][cH:15][cH:16]2)[n:5][c:6]2[n:7]1[n:8][cH:9][n:10]2. Reactants: COC(=O)CCc1cc(C(C)=O)ccc1OCCCCCOC(C)=O, CO, O, Cc1ccc(S(=O)(=O)O)cc1. Yields the product COC(=O)CCc1cc(C(C)=O)ccc1OCCCCCO. RXN SMILES: [CH3:1][O:2][C:3]([CH2:4][CH2:5][c:6]1[c:7]([O:15][CH2:16][CH2:17][CH2:18][CH2:19][CH2:20][O:21][C:22](=[O:23])[CH3:24])[cH:8][cH:9][c:10]([C:12]([CH3:13])=[O:14])[cH:11]1)=[O:25].[CH3:38][OH:39].[OH2:26].[c:27]1([CH3:28])[cH:29][cH:30][c:31]([S:32]([OH:33])(=[O:34])=[O:35])[cH:36][cH:37]1>>[CH3:1][O:2][C:3]([CH2:4][CH2:5][c:6]1[c:7]([O:15][CH2:16][CH2:17][CH2:18][CH2:19][CH2:20][OH:21])[cH:8][cH:9][c:10]([C:12]([CH3:13])=[O:14])[cH:11]1)=[O:25]. The reactants are O(C1=CC=CC=C1)CC(=O)NC1[C@@H]2N(C(C(CS2)=C)C(=O)OCC2=CC=C(C=C2)[N+](=O)[O-])C1=O (p-nitrobenzyl 7-phenoxyacetamido-3-methylenecepham-4-carboxylate), C1(=CC=C(C=C1)S(=O)(=O)O)C (p-toluene sulfonic acid), C(Cl)Cl (methylene chloride), P(Cl)(Cl)(Cl)(Cl)Cl (phosphorus pentachloride). Solvent: CO (methanol), N1=CC=CC=C1 (pyridine). Conditions: temperature 0 celsius. Product: C1(=CC=C(C=C1)S(=O)(=O)O)C.NC1[C@@H]2N(C(C(CS2)=C)C(=O)OCC2=CC=C(C=C2)[N+](=O)[O-])C1=O (p-nitrobenzyl 7-amino-3-methylenecepham-4-carboxylate p-toluenesulfonate). Reaction SMILES: O(CC([NH:11][CH:12]1[C:33](=[O:34])[N:14]2[CH:15]([C:20]([O:22][CH2:23][C:24]3[CH:29]=[CH:28][C:27]([N+:30]([O-:32])=[O:31])=[CH:26][CH:25]=3)=[O:21])[C:16](=[CH2:19])[CH2:17][S:18][C@H:13]12)=O)C1C=CC=CC=1.C(Cl)Cl.P(Cl)(Cl)(Cl)(Cl)Cl.[C:44]1([CH3:54])[CH:49]=[CH:48][C:47]([S:50]([OH:53])(=[O:52])=[O:51])=[CH:46][CH:45]=1>CO.N1C=CC=CC=1>[C:44]1([CH3:54])[CH:45]=[CH:46][C:47]([S:50]([OH:53])(=[O:51])=[O:52])=[CH:48][CH:49]=1.[NH2:11][CH:12]1[C:33](=[O:34])[N:14]2[CH:15]([C:20]([O:22][CH2:23][C:24]3[CH:25]=[CH:26][C:27]([N+:30]([O-:32])=[O:31])=[CH:28][CH:29]=3)=[O:21])[C:16](=[CH2:19])[CH2:17][S:18][C@H:13]12 |f:6.7|. Procedure details: To a solution of 965 mg. of p-nitrobenzyl 7-phenoxyacetamido-3-methylenecepham-4-carboxylate in 10 ml. of methylene chloride were added 175 mg. of dry pyridine and 460 mg. of phosphorus pentachloride and the mixture was stirred for five hours at room temperature. Thereafter the reaction mixture was cooled to 0° C. and 50 ml. of cold methanol were added. Following a stirring period of one-hour at room temperature the reaction mixture was evaporated in vacuo to remove the solvents and the residual...